This data is from the Open Reaction Database (ORD), a public repository of structured organic reaction records. The task is: describe an organic reaction: reactants, conditions, products, and yield The reactants are CNC1=CC=C(C=C1)[N+](=O)[O-] (N-methyl-4-nitroaniline), O (water), [H-].[Na+] (NaH), Cl.ClCC1=CC=NC=C1 (4-(Chloromethyl)pyridine hydrochloride). Solvent: CN(C)C=O (DMF). Conditions: time 15 minute. The product is CN(CC1=CC=NC=C1)C1=CC=C(C=C1)[N+](=O)[O-] (Methyl-(4-nitro-phenyl)-pyridin-4-ylmethyl-amine). Isolated yield 126.6%. As a reaction SMILES: [CH3:1][NH:2][C:3]1[CH:8]=[CH:7][C:6]([N+:9]([O-:11])=[O:10])=[CH:5][CH:4]=1.[H-].[Na+].Cl.Cl[CH2:16][C:17]1[CH:22]=[CH:21][N:20]=[CH:19][CH:18]=1.O>CN(C=O)C>[CH3:1][N:2]([C:3]1[CH:4]=[CH:5][C:6]([N+:9]([O-:11])=[O:10])=[CH:7][CH:8]=1)[CH2:16][C:17]1[CH:22]=[CH:21][N:20]=[CH:19][CH:18]=1 |f:1.2,3.4|. Procedure: To a solution of N-methyl-4-nitroaniline (5 g, 32.9 mmol) in DMF (75 ml) was slowly added NaH (60% in mineral oil, 4.21 g, 105 mmol) at RT (Warning: important gaz evolution occurred!). The suspension was vigorously stirred at RT for 15 min then cooled to 0° C. (ice bath). 4-(Chloromethyl)pyridine hydrochloride (8.09 g, 49.3 mmol) was added carefully then the slurry was allowed to warm to RT and further stirred for 45 min. The reaction mixture was poured into water and extracted with Et2O (3×). T... Reaction SMILES: [NH2:1][C:2]1[N:3]([CH2:16][CH2:17]O)[N:4]=[C:5]2[C:10]=1[C:9](=[O:11])[NH:8][C:7]([C:12]([CH3:15])([CH3:14])[CH3:13])=[N:6]2.[S:19](=O)(=[O:22])([OH:21])[OH:20]>>[NH2:1][C:2]1[N:3]([CH2:16][CH2:17][S:19]([OH:22])(=[O:21])=[O:20])[N:4]=[C:5]2[C:10]=1[C:9](=[O:11])[NH:8][C:7]([C:12]([CH3:15])([CH3:14])[CH3:13])=[N:6]2. Reactants: NC=1N(N=C2N=C(NC(C21)=O)C(C)(C)C)CCO (3-Amino-2-(2-hydroxyethyl)-6-(1,1-dimethylethyl)-2,5-dihydropyrazolo[3,4-d]pyrimidin-4-one), S(O)(O)(=O)=O (sulphuric acid). Procedure details: 3-Amino-2-(2-hydroxyethyl)-6-(1,1-dimethylethyl)-2,5-dihydropyrazolo[3,4-d]pyrimidin-4-one (5 g) prepared as in Example 52 was added to concentrated sulphuric acid (10 ml). The solution was kept at 130°-135° C. for 3 hours, then cooled and poured onto ice (30 g). The precipitate which formed was filtered off, water washed and dissolved in 2 M sodium hydroxide solution. A trace of solid was filtered off, and the filtrate was acidified with concentrated hydrochloric acid to re-precipitate the titl... Run at time 3 hour. Product: NC=1N(N=C2N=C(NC(C21)=O)C(C)(C)C)CCS(=O)(=O)O (2-[3-amino-6-(1,1-dimethylethyl)-2,5-dihydropyrazolo[3,4-d]pyrimidin-4-on-2-yl]ethanesulphonic acid).